The task is: describe an organic reaction: reactants, conditions, products, and yield. This data is from the Open Reaction Database (ORD), a public repository of structured organic reaction records. Starting materials: CCCC(=O)OCC(OC)OC, ClCCl, O=C(O)C(F)(F)F. Product: CCCC(=O)OCC=O. RXN SMILES: [C:1]([CH2:2][CH2:3][CH3:4])(=[O:5])[O:6][CH2:7][CH:8]([O:9][CH3:12])[O:10][CH3:11].[Cl:20][CH2:21][Cl:22].[F:13][C:14]([F:15])([F:16])[C:17]([OH:18])=[O:19]>>[C:1]([CH2:2][CH2:3][CH3:4])(=[O:5])[O:6][CH2:7][CH:8]=[O:9]. Reactants: O=C(O)C(CC1CCCCC1)N1C(=O)NC(CC2CCCCC2)C1=O, CCOC(=O)Cc1csc(N)n1. The product is CCOC(=O)Cc1csc(NC(=O)C(CC2CCCCC2)N2C(=O)NC(CC3CCCCC3)C2=O)n1. RXN SMILES: [CH:13]1([CH2:19][CH:20]([C:21](=[O:22])[OH:23])[N:24]2[C:25](=[O:37])[NH:26][CH:27]([CH2:30][CH:31]3[CH2:32][CH2:33][CH2:34][CH2:35][CH2:36]3)[C:28]2=[O:29])[CH2:14][CH2:15][CH2:16][CH2:17][CH2:18]1.[NH2:1][c:2]1[s:3][cH:4][c:5]([CH2:7][C:8](=[O:9])[O:10][CH2:11][CH3:12])[n:6]1>>[NH:1]([c:2]1[s:3][cH:4][c:5]([CH2:7][C:8](=[O:9])[O:10][CH2:11][CH3:12])[n:6]1)[C:21]([CH:20]([CH2:19][CH:13]1[CH2:14][CH2:15][CH2:16][CH2:17][CH2:18]1)[N:24]1[C:25](=[O:37])[NH:26][CH:27]([CH2:30][CH:31]2[CH2:32][CH2:33][CH2:34][CH2:35][CH2:36]2)[C:28]1=[O:29])=[O:22]. Reactants: O (water), Cl.CN1C(C2=CC=CC=C2C(=C1)C1=CC(=CC=C1)NC)=O (2-methyl-4-[3-(methylamino)phenyl]isoquinolin-1-one hydrochloride), N(CC)(C(C)C)C(C)C (NEtiPr2), CS(=O)(=O)Cl (methanesulfonyl chloride). Run in C(C)(=O)OCC (ethyl acetate), C(Cl)Cl (CH2Cl2), N1=CC=CC=C1 (pyridine). Conditions: time 0.75 hour. Product: CN(S(=O)(=O)C)C1=CC(=CC=C1)C1=CN(C(C2=CC=CC=C12)=O)C (N-methyl-N-[3-(2-methyl-1-oxoisoquinolin-4-yl)phenyl]methanesulfonamide). Isolated yield 50.0%. RXN SMILES: Cl.[CH3:2][N:3]1[CH:12]=[C:11]([C:13]2[CH:18]=[CH:17][CH:16]=[C:15]([NH:19][CH3:20])[CH:14]=2)[C:10]2[C:5](=[CH:6][CH:7]=[CH:8][CH:9]=2)[C:4]1=[O:21].N(C(C)C)(C(C)C)CC.[CH3:31][S:32](Cl)(=[O:34])=[O:33].O>C(Cl)Cl.N1C=CC=CC=1.C(OCC)(=O)C>[CH3:20][N:19]([C:15]1[CH:16]=[CH:17][CH:18]=[C:13]([C:11]2[C:10]3[C:5](=[CH:6][CH:7]=[CH:8][CH:9]=3)[C:4](=[O:21])[N:3]([CH3:2])[CH:12]=2)[CH:14]=1)[S:32]([CH3:31])(=[O:34])=[O:33] |f:0.1|. Procedure: To the title compound of Example 32 (35 mg, 0.12 mmol) in anhydrous CH2Cl2 (0.3 mL), pyridine (0.1 mL) and NEtiPr2 (0.021 mL, 0.12 mmol) was added methanesulfonyl chloride (0.011 mL, 0.14 mmol). After 0.5-1 h, ice was added to the mixture followed by water and ethyl acetate. Extractive work up, washing with H2O, a 1:1 aqueous saturated KHSO4:H2O, and brine, and purification on silica gel eluting with 35-80% EA in hexane over 6 min and continuing 80% isocratic EA gave the title compound (22 mg, 0...